Dataset: the Open Reaction Database (ORD), a public repository of structured organic reaction records. Task: describe an organic reaction: reactants, conditions, products, and yield Starting materials: CCO, ClCCl, Cl, CCCC(c1ccc(C(=O)NCCC(=O)OCC)cc1)C(c1ccc(OC)cc1)c1ccc(F)c2ccccc12, [Li+], [OH-]. Product: CCCC(c1ccc(C(=O)NCCC(=O)O)cc1)C(c1ccc(OC)cc1)c1ccc(F)c2ccccc12. As a reaction SMILES: [CH3:44][CH2:45][OH:46].[Cl:47][CH2:48][Cl:49].[ClH:43].[F:1][c:2]1[cH:3][cH:4][c:5]([CH:12]([CH:13]([CH2:14][CH2:15][CH3:16])[c:17]2[cH:18][cH:19][c:20]([C:21](=[O:22])[NH:23][CH2:24][CH2:25][C:26](=[O:27])[O:28][CH2:29][CH3:30])[cH:31][cH:32]2)[c:33]2[cH:34][cH:35][c:36]([O:39][CH3:40])[cH:37][cH:38]2)[c:6]2[cH:7][cH:8][cH:9][cH:10][c:11]12.[Li+:42].[OH-:41]>>[F:1][c:2]1[cH:3][cH:4][c:5]([CH:12]([CH:13]([CH2:14][CH2:15][CH3:16])[c:17]2[cH:18][cH:19][c:20]([C:21](=[O:22])[NH:23][CH2:24][CH2:25][C:26](=[O:27])[OH:28])[cH:31][cH:32]2)[c:33]2[cH:34][cH:35][c:36]([O:39][CH3:40])[cH:37][cH:38]2)[c:6]2[cH:7][cH:8][cH:9][cH:10][c:11]12. The reactants are C(C)(C)(C)C=1C=CC(=C(C1)O)F (5-t-butyl-2-fluorophenol), C(C)(C)(C)Cl (t-butylchloride), FC1=CC=CC=C1 (fluorobenzene), FC1=CC=CC=C1 (fluorobenzene), C(C)(C)(C)Cl (t-butylchloride). Run in [N+](=O)([O-])C (nitromethane), [Cl-].[Al+3].[Cl-].[Cl-] (aluminum chloride), [N+](=O)([O-])C (nitromethane), [Cl-].[Al+3].[Cl-].[Cl-] (aluminum chloride). The product is C(C)(C)(C)C1=CC=C(C=C1)F (p-t-butylfluorobenzene). Reaction SMILES: [C:1]([C:5]1[CH:6]=[CH:7][C:8]([F:12])=[C:9](O)[CH:10]=1)([CH3:4])([CH3:3])[CH3:2].FC1C=CC=CC=1.C(Cl)(C)(C)C>[Cl-].[Al+3].[Cl-].[Cl-].[N+](C)([O-])=O>[C:1]([C:5]1[CH:6]=[CH:7][C:8]([F:12])=[CH:9][CH:10]=1)([CH3:4])([CH3:2])[CH3:3] |f:3.4.5.6|. Procedure: In this example 5-t-butyl-2-fluorophenol, the starting material for the dealkylation process of this invention, was prepared by first alkylating 480 grams of fluorobenzene with 370 grams of t-butylchloride in the presence of 16.6 grams of aluminum chloride and 33 grams of nitromethane as solvent for the reaction at a temperature ranging from about 0° to 2° C., the t-butylchloride being added incrementally to the mixture of fluorobenzene, aluminum chloride and nitromethane in about 2.5 hours and ... Reported procedure: 6-Methyl-1-oxo-3-phenyl-1H-indene-2-carboxylate ethyl ester (3 g, 10.3 mmol) was dissolved in carbon tetrachloride, and N-bromosuccinimide (2 g, 11.4 mmol) and 2,2′-azobisisobutyronitrile (500 mg, 3.09 mmol) were added thereto. Then, the mixture was refluxed for 3 hours under a 375 W tungsten lamp. After the reaction is completed, the organic layer was extracted with dichloromethane/saturated sodium chloride, dried over anhydrous magnesium sulfate, concentrated, and the resulting residue was pur... Solvent: C(Cl)(Cl)(Cl)Cl (carbon tetrachloride). Product: C(C)OC(=O)C=1C(C2=CC(=CC=C2C1C1=CC=CC=C1)CBr)=O (6-bromomethyl-1-oxo-3-phenyl-1H-indene-2-carboxylate ethyl ester). Yield: 36.6%. Starting materials: BrN1C(CCC1=O)=O (N-bromosuccinimide), N(=NC(C#N)(C)C)C(C#N)(C)C (2,2′-azobisisobutyronitrile), C(C)OC(=O)C=1C(C2=CC(=CC=C2C1C1=CC=CC=C1)C)=O (6-Methyl-1-oxo-3-phenyl-1H-indene-2-carboxylate ethyl ester). Reaction SMILES: [CH2:1]([O:3][C:4]([C:6]1[C:7](=[O:22])[C:8]2[C:13]([C:14]=1[C:15]1[CH:20]=[CH:19][CH:18]=[CH:17][CH:16]=1)=[CH:12][CH:11]=[C:10]([CH3:21])[CH:9]=2)=[O:5])[CH3:2].[Br:23]N1C(=O)CCC1=O.N(C(C)(C)C#N)=NC(C)(C)C#N>C(Cl)(Cl)(Cl)Cl.[W]>[CH2:1]([O:3][C:4]([C:6]1[C:7](=[O:22])[C:8]2[C:13]([C:14]=1[C:15]1[CH:20]=[CH:19][CH:18]=[CH:17][CH:16]=1)=[CH:12][CH:11]=[C:10]([CH2:21][Br:23])[CH:9]=2)=[O:5])[CH3:2]. The reagents and catalysts are [W] (tungsten). Starting materials: C(C)(=O)OC1=CC=C(C=C)C=C1 (p-acetoxystyrene), C(C[*:2])[*:1] (polyethylene). Run in O1CCCC1.CCCCCCC (tetrahydrofuran n-heptane). The product is OC1=CC=C(C=C)C=C1 (p-hydroxystyrene). Reaction SMILES: C([O:4][C:5]1[CH:12]=[CH:11][C:8]([CH:9]=[CH2:10])=[CH:7][CH:6]=1)(=O)C>O1CCCC1.CCCCCCC>[OH:4][C:5]1[CH:12]=[CH:11][C:8]([CH:9]=[CH2:10])=[CH:7][CH:6]=1 |f:1.2|. Procedure: Separately, a polyethylene film having a thickness of 0.1 mm was inserted into a glass ampoule, and subsequently, a tetrahydrofuran-n-heptane mixed solution (1:2 by volume) containing 20 wt% of p-acetoxystyrene monomer was added thereto, followed by heat-sealing the glass ampoule in vacuum. After irradiation of γ-rays of 105 rad/hr at a temperature of 25° C for 10 hours, the resulting film was taken out of the glass ampoule and sufficiently washed with acetone to remove the p-acetoxystyrene homo... Starting materials: ClC=1C=C2C(C(C(C2=CC1)=O)C)=O (5-chloro-2-methylindan-1,3-dione), ClC1=CC=CC(=N1)C(=C)CCl (6-chloro-2-(1-chloromethylvinyl)pyridine), [OH-].[K+] (potassium hydroxide). Reagents/catalysts: [I-].[K+] (potassium iodide). Run in CO (methanol). The product is ClC=1C=C2C(C(C(C2=CC1)=O)(C)CC(=C)C1=NC(=CC=C1)Cl)=O (5-chloro-2-[2-(6-chloro-2-pyridyl)-propen-3-yl]-2-methylindan-1,3-dion). The yield is 87.0%. RXN SMILES: [OH-].[K+].[Cl:3][C:4]1[CH:5]=[C:6]2[C:10](=[CH:11][CH:12]=1)[C:9](=[O:13])[CH:8]([CH3:14])[C:7]2=[O:15].[Cl:16][C:17]1[N:22]=[C:21]([C:23]([CH2:25]Cl)=[CH2:24])[CH:20]=[CH:19][CH:18]=1>CO.[I-].[K+]>[Cl:3][C:4]1[CH:5]=[C:6]2[C:10](=[CH:11][CH:12]=1)[C:9](=[O:13])[C:8]([CH2:25][C:23]([C:21]1[CH:20]=[CH:19][CH:18]=[C:17]([Cl:16])[N:22]=1)=[CH2:24])([CH3:14])[C:7]2=[O:15] |f:0.1,5.6|. Procedure details: In 20 ml of methanol was dissolved 1.32 g of 85% potassium hydroxide, and then 3.89 g of 5-chloro-2-methylindan-1,3-dione, 3.76 g of 6-chloro-2-(1-chloromethylvinyl)pyridine and 0.05 g of potassium iodide were added to the solution. After refluxing under heating for 3 hours, the solvent was evaporated and water was poured. The reaction mixture was extracted with ethyl acetate, the organic layer was washed with water and with a saturated saline solution, and then dried over anhydrous magnesium su...